describe an organic reaction: reactants, conditions, products, and yield From a dataset of the Open Reaction Database (ORD), a public repository of structured organic reaction records. Product: CCCCCC(O)C=C=C1C(C)(C)CC(O)CC1(C)O. Starting materials: [Al+3], C1CCOC1, [H-], [H-], [H-], [H-], [Li+], [Na+], [OH-], O, CCCCCC(O)C#CC1(O)C(C)(C)CC(O)CC1(C)O. RXN SMILES: [Al+3:7].[CH2:1]1[O:2][CH2:3][CH2:4][CH2:5]1.[H-:10].[H-:11].[H-:6].[H-:9].[Li+:8].[Na+:34].[OH-:33].[OH2:35].[OH:12][C:13]1([C:24]#[C:25][CH:26]([CH2:27][CH2:28][CH2:29][CH2:30][CH3:31])[OH:32])[C:14]([CH3:22])([OH:23])[CH2:15][CH:16]([OH:21])[CH2:17][C:18]1([CH3:19])[CH3:20]>>[C:13]1(=[C:24]=[CH:25][CH:26]([CH2:27][CH2:28][CH2:29][CH2:30][CH3:31])[OH:32])[C:14]([CH3:22])([OH:23])[CH2:15][CH:16]([OH:21])[CH2:17][C:18]1([CH3:19])[CH3:20]. The reactants are O=C([O-])O, CNC, Cl, N#Cc1cc([N+](=O)[O-])ccc1F, [K+], CN(C)C=O, O. Product: CN(C)c1ccc([N+](=O)[O-])cc1C#N. As a reaction SMILES: [C:17](=[O:18])([OH:19])[O-:20].[CH3:14][NH:15][CH3:16].[ClH:13].[F:1][c:2]1[c:3]([C:4]#[N:5])[cH:6][c:7]([N+:10](=[O:11])[O-:12])[cH:8][cH:9]1.[K+:21].[O:23]=[CH:24][N:25]([CH3:26])[CH3:27].[OH2:22]>>[c:2]1([N:15]([CH3:14])[CH3:16])[c:3]([C:4]#[N:5])[cH:6][c:7]([N+:10](=[O:11])[O-:12])[cH:8][cH:9]1. The reactants are ice water, OC1=CC=C(C(=O)OCC)C=C1 (ethyl 4-hydroxybenzoate), [H-].[Na+] (sodium hydride), CN(C=O)C (dimethylformamide), C1(=CC=C(C=C1)S(=O)(=O)OOC[C@H](CC)OC1OCCCC1)C ((S)-2-tetrahydropyranyloxybutoxy p-toluenesulfonate). The product is O1[C@H](CCCC1)OCCCCOC1=C(C(=O)OCC)C=CC=C1 ((S)-ethyl 4-(2-tetrahydropyranyloxy)butoxybenzoate). RXN SMILES: O[C:2]1[CH:12]=[CH:11][C:5]([C:6]([O:8][CH2:9][CH3:10])=[O:7])=[CH:4][CH:3]=1.[H-].[Na+].C1(C)C=CC(S(OOC[C@@H:27]([O:30][CH:31]2[CH2:36][CH2:35][CH2:34][CH2:33][O:32]2)[CH2:28][CH3:29])(=O)=O)=CC=1.CN(C)[CH:40]=[O:41]>>[O:32]1[CH2:33][CH2:34][CH2:35][CH2:36][C@@H:31]1[O:30][CH2:27][CH2:28][CH2:29][CH2:40][O:41][C:11]1[CH:12]=[CH:2][CH:3]=[CH:4][C:5]=1[C:6]([O:8][CH2:9][CH3:10])=[O:7] |f:1.2|. Reported procedure: 5 g (0.030 mol) of ethyl 4-hydroxybenzoate was added to 1.6 g (0.033 mol) of 50% sodium hydride and 50 ml of dimethylformamide under stirring at room temperature. The mixture was stirred for 30 min. 9.9 g (0.030 mol) of (S)-2-tetrahydropyranyloxybutoxy p-toluenesulfonate was added thereto and the mixture was stirred at 80° C. for 10 h. Then, the mixture was poured into ice-water and extracted with ethyl acetate. The extract was washed with a 10% aqueous sodium hydroxide solution and then with a ... Reactants: C(C)(C)NC(C)C (N,N-diisopropylamine), ClC1=C(CBr)C(=CC=C1)Cl (2,6-dichlorobenzyl bromide), C(CCC)[Li] (n-butyl lithium), hexanes, C(C1=CC=CC=C1)(=O)NCC(=O)OCC (ethyl benzoylaminoacetate). Solvent: C1CCOC1 (THF), C1CCOC1 (THF), C1CCOC1 (THF). Run at temperature -78 celsius, time 1 hour. Yields the product C(C1=CC=CC=C1)(=O)NC(C(=O)OCC)CC1=C(C=CC=C1Cl)Cl (ethyl 2-benzoylamino-3-(2,6-dichlorophenyl)propionate). As a reaction SMILES: C(NC(C)C)(C)C.C([Li])CCC.[C:13]([NH:21][CH2:22][C:23]([O:25][CH2:26][CH3:27])=[O:24])(=[O:20])[C:14]1[CH:19]=[CH:18][CH:17]=[CH:16][CH:15]=1.[Cl:28][C:29]1[CH:36]=[CH:35][CH:34]=[C:33]([Cl:37])[C:30]=1[CH2:31]Br>C1COCC1>[C:13]([NH:21][CH:22]([CH2:31][C:30]1[C:29]([Cl:28])=[CH:36][CH:35]=[CH:34][C:33]=1[Cl:37])[C:23]([O:25][CH2:26][CH3:27])=[O:24])(=[O:20])[C:14]1[CH:19]=[CH:18][CH:17]=[CH:16][CH:15]=1. Procedure details: A solution comprised of N,N-diisopropylamine (3.97 mL, 22.8 mmol) in dry THF (57 mL) was cooled to −78° C. under nitrogen and then solutions of n-butyl lithium in hexanes (14.25 mL, 22.8 mmol) and ethyl benzoylaminoacetate (2.37 g, 11.4 mmol) in dry THF (23 mL) were added dropwise sequentially. The mixture was stirred for 1 hour and then a solution comprised of 2,6-dichlorobenzyl bromide (1.87 g, 11.4 mmol) in dry THF (2 mL) was added dropwise. The mixture was stirred for 1 hour at −78° C. and t... RXN SMILES: [C:12](=[O:13])([O:14][CH3:15])[c:16]1[c:17]([S:22](=[O:23])(=[O:24])[N:25]=[C:26]=[O:27])[cH:18][cH:19][cH:20][cH:21]1.[CH3:1][c:2]1[c:3]2[c:4]([n:5][cH:6][n:7]1)[o:8][c:9]([CH3:11])[cH:10]2.[CH3:28][C:29]#[N:30]>>[CH3:1][c:2]1[c:3]2[c:4]([n:5][c:6]([NH:30][C:26]([NH:25][S:22]([c:17]3[c:16]([C:12](=[O:13])[O:14][CH3:15])[cH:21][cH:20][cH:19][cH:18]3)(=[O:23])=[O:24])=[O:27])[n:7]1)[o:8][c:9]([CH3:11])[cH:10]2. Yields the product COC(=O)c1ccccc1S(=O)(=O)NC(=O)Nc1nc(C)c2cc(C)oc2n1. Reactants: COC(=O)c1ccccc1S(=O)(=O)N=C=O, Cc1cc2c(C)ncnc2o1, CC#N. Starting materials: O=C([O-])c1ccccc1, CN(C)C=O, CCOC(CCCl)OCC, [Na+]. The product is CCOC(CCOC(=O)c1ccccc1)OCC. As a reaction SMILES: [C:1]([c:2]1[cH:3][cH:4][cH:5][cH:6][cH:7]1)(=[O:8])[O-:9].[CH3:21][N:22]([CH3:23])[CH:24]=[O:25].[Cl:11][CH2:12][CH2:13][CH:14]([O:15][CH2:16][CH3:17])[O:18][CH2:19][CH3:20].[Na+:10]>>[C:1]([c:2]1[cH:3][cH:4][cH:5][cH:6][cH:7]1)(=[O:8])[O:9][CH2:12][CH2:13][CH:14]([O:15][CH2:16][CH3:17])[O:18][CH2:19][CH3:20]. The reactants are BrC=1C(=NC(=NC1)Cl)Cl (5-Bromo-2,4-dichloropyrimidine), NC(CNC(OC(C)(C)C)=O)(C)C (tert-butyl N-(2-amino-2-methyl-propyl)carbamate), BrC=1C(=NC(=NC1)Cl)NCCNC(OC(C)(C)C)=O (tert-butyl N-[2-[(5-bromo-2-chloro-pyrimidin-4-yl)amino]ethyl]carbamate). Product: BrC=1C(=NC(=NC1)Cl)NC(CNC(OC(C)(C)C)=O)(C)C (tert-butyl N-[2-[(5-bromo-2-chloro-pyrimidin-4-yl)amino]-2-methyl-propyl]carbamate). As a reaction SMILES: [Br:1][C:2]1[C:3](Cl)=[N:4][C:5]([Cl:8])=[N:6][CH:7]=1.[NH2:10][C:11]([CH3:22])([CH3:21])[CH2:12][NH:13][C:14](=[O:20])[O:15][C:16]([CH3:19])([CH3:18])[CH3:17].BrC1C(NCCNC(=O)OC(C)(C)C)=NC(Cl)=NC=1>>[Br:1][C:2]1[C:3]([NH:10][C:11]([CH3:22])([CH3:21])[CH2:12][NH:13][C:14](=[O:20])[O:15][C:16]([CH3:18])([CH3:17])[CH3:19])=[N:4][C:5]([Cl:8])=[N:6][CH:7]=1. Procedure: tert-butyl N-[2-[(5-bromo-2-chloro-pyrimidin-4-yl)amino]-2-methyl-propyl]carbamate is synthesized by treating 5-Bromo-2,4-dichloropyrimidine with tert-butyl N-(2-amino-2-methyl-propyl)carbamate using similar experimental conditions as described for the synthesis of tert-butyl N-[2-[(5-bromo-2-chloro-pyrimidin-4-yl)amino]ethyl]carbamate. LCMS (ESI) (M+H) 379 Reactants: COc1cccc(N=C=O)c1, COC(=O)C(Cc1ccc(OC)c(CO)c1)C(=O)OC. Product: COC(=O)C(Cc1ccc(OC)c(COC(=O)Nc2cccc(OC)c2)c1)C(=O)OC. RXN SMILES: [CH3:21][O:22][c:23]1[cH:24][c:25]([N:29]=[C:30]=[O:31])[cH:26][cH:27][cH:28]1.[OH:1][CH2:2][c:3]1[cH:4][c:5]([CH2:6][CH:7]([C:8](=[O:9])[O:10][CH3:11])[C:12](=[O:13])[O:14][CH3:15])[cH:16][cH:17][c:18]1[O:19][CH3:20]>>[O:1]([CH2:2][c:3]1[cH:4][c:5]([CH2:6][CH:7]([C:8](=[O:9])[O:10][CH3:11])[C:12](=[O:13])[O:14][CH3:15])[cH:16][cH:17][c:18]1[O:19][CH3:20])[C:30]([NH:29][c:25]1[cH:24][c:23]([O:22][CH3:21])[cH:28][cH:27][cH:26]1)=[O:31].